describe an organic reaction: reactants, conditions, products, and yield From a dataset of the Open Reaction Database (ORD), a public repository of structured organic reaction records. The reactants are CO (Methanol), [H-].C(C(C)C)[Al+]CC(C)C (Diisobutylaluminium hydride), C1(=CC=CC=C1)C (toluene), COC(=O)C=1C(=NOC1C1CC1)C1=C(C=CC=C1Cl)Cl (5-Cyclopropyl-3-(2,6-dichloro-phenyl)-isoxazole-4-carboxylic acid methyl ester). Run in CCOC(=O)C (EtOAc), O (water), C1CCOC1 (THF). Run at time 2 hour. Yields the product C1(CC1)C1=C(C(=NO1)C1=C(C=CC=C1Cl)Cl)CO ([5-Cyclopropyl-3-(2,6-dichloro-phenyl)-isoxazol-4-yl]-methanol). Isolated yield 85.5%. Reaction SMILES: [H-].C([Al+]CC(C)C)C(C)C.C1(C)C=CC=CC=1.C[O:19][C:20]([C:22]1[C:23]([C:30]2[C:35]([Cl:36])=[CH:34][CH:33]=[CH:32][C:31]=2[Cl:37])=[N:24][O:25][C:26]=1[CH:27]1[CH2:29][CH2:28]1)=O.CO>C1COCC1.CCOC(C)=O.O>[CH:27]1([C:26]2[O:25][N:24]=[C:23]([C:30]3[C:31]([Cl:37])=[CH:32][CH:33]=[CH:34][C:35]=3[Cl:36])[C:22]=2[CH2:20][OH:19])[CH2:29][CH2:28]1 |f:0.1|. Reported procedure: Diisobutylaluminium hydride 1M/toluene (4.62 L, 4.62 mol) is added dropwise to a stirred solution of 5-Cyclopropyl-3-(2,6-dichloro-phenyl)-isoxazole-4-carboxylic acid methyl ester (687.14 g, 2.20 mol) in THF (4.4 L) at 0° C. The reaction is stirred at room temperature for 2 hours. Methanol (150 mL) is added over the mixture at 0° C. and stirred for 10 min. Then, water (2.2 L) and EtOAc (4.3 L) is added. The precipitate formed is filtered through celite and all the solvents are removed in vacuum.... Reactants: CC(C)(C)c1cc(C(=O)Nc2ccccc2NC(=O)Oc2ccccc2)cc(C(C)(C)C)c1O, c1ccc(CNCc2ccccc2)cc1, c1ccccc1. Product: CC(C)(C)c1cc(C(=O)Nc2ccccc2NC(=O)N(Cc2ccccc2)Cc2ccccc2)cc(C(C)(C)C)c1O. As a reaction SMILES: [C:1]([CH3:2])([CH3:3])([CH3:4])[c:5]1[cH:6][c:7]([C:8](=[O:9])[NH:10][c:11]2[c:12]([NH:17][C:18]([O:19][c:20]3[cH:21][cH:22][cH:23][cH:24][cH:25]3)=[O:26])[cH:13][cH:14][cH:15][cH:16]2)[cH:27][c:28]([C:31]([CH3:32])([CH3:33])[CH3:34])[c:29]1[OH:30].[CH2:35]([c:36]1[cH:37][cH:38][cH:39][cH:40][cH:41]1)[NH:42][CH2:43][c:44]1[cH:45][cH:46][cH:47][cH:48][cH:49]1.[cH:50]1[cH:51][cH:52][cH:53][cH:54][cH:55]1>>[C:1]([CH3:2])([CH3:3])([CH3:4])[c:5]1[cH:6][c:7]([C:8](=[O:9])[NH:10][c:11]2[c:12]([NH:17][C:18](=[O:26])[N:42]([CH2:35][c:36]3[cH:37][cH:38][cH:39][cH:40][cH:41]3)[CH2:43][c:44]3[cH:45][cH:46][cH:47][cH:48][cH:49]3)[cH:13][cH:14][cH:15][cH:16]2)[cH:27][c:28]([C:31]([CH3:32])([CH3:33])[CH3:34])[c:29]1[OH:30].